Dataset: the Open Reaction Database (ORD), a public repository of structured organic reaction records. Task: describe an organic reaction: reactants, conditions, products, and yield The reactants are O=C1CCC(N2Cc3c(OCc4ccc(CBr)cc4)cccc3C2=O)C(=O)N1, CCCCN1CCNCC1=O, CC#N, CCN(C(C)C)C(C)C. Yields the product CCCCN1CCN(Cc2ccc(COc3cccc4c3CN(C3CCC(=O)NC3=O)C4=O)cc2)CC1=O. As a reaction SMILES: [Br:1][CH2:2][c:3]1[cH:4][cH:5][c:6]([CH2:7][O:8][c:9]2[c:10]3[c:14]([cH:15][cH:16][cH:17]2)[C:13](=[O:18])[N:12]([CH:19]2[C:20](=[O:26])[NH:21][C:22](=[O:25])[CH2:23][CH2:24]2)[CH2:11]3)[cH:27][cH:28]1.[CH2:32]([CH2:33][CH2:34][CH3:35])[N:36]1[C:37](=[O:42])[CH2:38][NH:39][CH2:40][CH2:41]1.[CH3:29][C:30]#[N:31].[CH:43]([N:44]([CH2:45][CH3:46])[CH:47]([CH3:48])[CH3:49])([CH3:50])[CH3:51]>>[CH2:2]([c:3]1[cH:4][cH:5][c:6]([CH2:7][O:8][c:9]2[c:10]3[c:14]([cH:15][cH:16][cH:17]2)[C:13](=[O:18])[N:12]([CH:19]2[C:20](=[O:26])[NH:21][C:22](=[O:25])[CH2:23][CH2:24]2)[CH2:11]3)[cH:27][cH:28]1)[N:39]1[CH2:38][C:37](=[O:42])[N:36]([CH2:32][CH2:33][CH2:34][CH3:35])[CH2:41][CH2:40]1. Reactants: C(C)(=O)SCC(C(=O)N[C@@H](C)C(=O)N1[C@H](C(=O)O)CCC1)CC1=CC=CC=C1 (N-[N-(3-Acetylthio-2-Benzylpropionyl)-L-Alanyl]-L-Proline), N (ammonia), resultant residue. Reagents/catalysts: [Zn] (zinc). Solvent: CO (MeOH), CO (methanol). Product: C(C1=CC=CC=C1)C(C(=O)N[C@@H](C)C(=O)N1[C@H](C(=O)O)CCC1)CS (N-[N-(2-Benzyl-3-Mercaptopropionyl)-L-Alanyl]-L-Proline). As a reaction SMILES: C([S:4][CH2:5][CH:6]([CH2:22][C:23]1[CH:28]=[CH:27][CH:26]=[CH:25][CH:24]=1)[C:7]([NH:9][C@H:10]([C:12]([N:14]1[CH2:21][CH2:20][CH2:19][C@H:15]1[C:16]([OH:18])=[O:17])=[O:13])[CH3:11])=[O:8])(=O)C.N>[Zn].CO>[CH2:22]([CH:6]([CH2:5][SH:4])[C:7]([NH:9][C@H:10]([C:12]([N:14]1[CH2:21][CH2:20][CH2:19][C@H:15]1[C:16]([OH:18])=[O:17])=[O:13])[CH3:11])=[O:8])[C:23]1[CH:24]=[CH:25][CH:26]=[CH:27][CH:28]=1. Procedure details: Treat the product from Step 1 with methanol saturated with ammonia as described in Example 12, Step 3 (before chromatography). Treat the resultant residue with zinc powder as described in Example 17. Chromatograph the product on flash grade silica gel using CH2Cl2MeOH:NH40H (97.5:2.5:0.25) to give the title compound, [α]D26 =-118.2° (MeOH). The reactants are CCO, O=C[O-], COCC(C)Oc1cc(Oc2ccc3c(c2Cl)OC(C)N(C)C3=O)cc(C(=O)Nc2ccn(C)n2)c1, [NH4+]. The product is COCC(C)Oc1cc(Oc2ccc3c(c2)OC(C)N(C)C3=O)cc(C(=O)Nc2ccn(C)n2)c1. RXN SMILES: [CH3:41][CH2:42][OH:43].[CH:1]([O-:2])=[O:3].[Cl:5][c:6]1[c:7]([O:19][c:20]2[cH:21][c:22]([C:23](=[O:24])[NH:25][c:26]3[n:27][n:28]([CH3:31])[cH:29][cH:30]3)[cH:32][c:33]([O:35][CH:36]([CH2:37][O:38][CH3:39])[CH3:40])[cH:34]2)[cH:8][cH:9][c:10]2[c:15]1[O:14][CH:13]([CH3:16])[N:12]([CH3:17])[C:11]2=[O:18].[NH4+:4]>>[cH:6]1[c:7]([O:19][c:20]2[cH:21][c:22]([C:23](=[O:24])[NH:25][c:26]3[n:27][n:28]([CH3:31])[cH:29][cH:30]3)[cH:32][c:33]([O:35][CH:36]([CH2:37][O:38][CH3:39])[CH3:40])[cH:34]2)[cH:8][cH:9][c:10]2[c:15]1[O:14][CH:13]([CH3:16])[N:12]([CH3:17])[C:11]2=[O:18]. Reactants: CCCC1CCC(C2CCC(C#N)CC2)CC1, CC(C)C[AlH]CC(C)C, CCCCCC, ClCCl, O. The product is CCCC1CCC(C2CCC(C=O)CC2)CC1. Reaction SMILES: [CH2:1]([CH2:2][CH3:3])[CH:4]1[CH2:5][CH2:6][CH:7]([CH:10]2[CH2:11][CH2:12][CH:13]([C:16]#[N:17])[CH2:14][CH2:15]2)[CH2:8][CH2:9]1.[CH3:18][CH:19]([CH2:20][AlH:21][CH2:22][CH:23]([CH3:24])[CH3:25])[CH3:26].[CH3:31][CH2:32][CH2:33][CH2:34][CH2:35][CH3:36].[Cl:28][CH2:29][Cl:30].[OH2:27]>>[CH2:1]([CH2:2][CH3:3])[CH:4]1[CH2:5][CH2:6][CH:7]([CH:10]2[CH2:11][CH2:12][CH:13]([CH:16]=[O:27])[CH2:14][CH2:15]2)[CH2:8][CH2:9]1.